From a dataset of the Open Reaction Database (ORD), a public repository of structured organic reaction records. describe an organic reaction: reactants, conditions, products, and yield The reactants are C(C1=CC=CC=C1)(=O)NC(=NCCCSC1=CC=CC=C1)NCCCC=1N=CNC1 (N-benzoyl-N'-[3-(imidazol-4-yl) propyl]-N"-(3-phenylthiopropyl)-guanidine). Run in Cl (hydrochloric acid). Yields the product N1C=NC(=C1)CCCNC(=N)NCCCSC1=CC=CC=C1 (N-[3-(Imidazol-4-yl)propyl]-N'-(3-phenylthiopropyl)-guanidine). RXN SMILES: C([NH:9][C:10]([NH:22][CH2:23][CH2:24][CH2:25][C:26]1[N:27]=[CH:28][NH:29][CH:30]=1)=[N:11][CH2:12][CH2:13][CH2:14][S:15][C:16]1[CH:21]=[CH:20][CH:19]=[CH:18][CH:17]=1)(=O)C1C=CC=CC=1>Cl>[NH:29]1[CH:30]=[C:26]([CH2:25][CH2:24][CH2:23][NH:22][C:10]([NH:11][CH2:12][CH2:13][CH2:14][S:15][C:16]2[CH:17]=[CH:18][CH:19]=[CH:20][CH:21]=2)=[NH:9])[N:27]=[CH:28]1. Procedure details: 0.84 g (2 mmol) of N-benzoyl-N'-[3-(imidazol-4-yl) propyl]-N"-(3-phenylthiopropyl)-guanidine are heated under reflux in 18% hydrochloric acid for 7 hours and then worked up by a method analogous to that of Example 58. 0.71 g (91%) of a dry, hygroscopic foam is obtained. The reactants are CS(=O)(=O)C1=CC=C(C=C1)CCCN1C[C@@H](CCC1)CN1CCNCC1 (1-[((3R)-1-{3-[4-(methylsulfonyl)phenyl]propyl}piperidin-3-yl)methyl]piperazine), ClC=1C=C(C=CC1F)N=C=O (3-chloro-4-fluorophenyl isocyanate), ClC=1C=C(C=CC1F)N=C=O (3-chloro-4-fluorophenyl isocyanate). Solvent: C1(=CC=CC=C1)C (toluene). Reaction conditions: time 18 hour. Product: ClC=1C=C(C=CC1F)NC(=O)N1CCN(CC1)C[C@H]1CN(CCC1)CCCC1=CC=C(C=C1)S(=O)(=O)C (N-(3-chloro-4-fluorophenyl)-4-[((3R)-1-{3-[4-(methylsulfonyl)phenyl]propyl}piperidin-3-yl)methyl]piperazine-1-carboxamide). Isolated yield 49.3%. As a reaction SMILES: [CH3:1][S:2]([C:5]1[CH:10]=[CH:9][C:8]([CH2:11][CH2:12][CH2:13][N:14]2[CH2:19][CH2:18][CH2:17][C@@H:16]([CH2:20][N:21]3[CH2:26][CH2:25][NH:24][CH2:23][CH2:22]3)[CH2:15]2)=[CH:7][CH:6]=1)(=[O:4])=[O:3].[Cl:27][C:28]1[CH:29]=[C:30]([N:35]=[C:36]=[O:37])[CH:31]=[CH:32][C:33]=1[F:34]>C1(C)C=CC=CC=1>[Cl:27][C:28]1[CH:29]=[C:30]([NH:35][C:36]([N:24]2[CH2:25][CH2:26][N:21]([CH2:20][C@@H:16]3[CH2:17][CH2:18][CH2:19][N:14]([CH2:13][CH2:12][CH2:11][C:8]4[CH:7]=[CH:6][C:5]([S:2]([CH3:1])(=[O:3])=[O:4])=[CH:10][CH:9]=4)[CH2:15]3)[CH2:22][CH2:23]2)=[O:37])[CH:31]=[CH:32][C:33]=1[F:34]. Reported procedure: To a solution of 1-[((3R)-1-{3-[4-(methylsulfonyl)phenyl]propyl}piperidin-3-yl)methyl]piperazine (215 mg, 0.57 mmol) in toluene (15 ml) was added 3-chloro-4-fluorophenyl isocyanate (107 mg, 0.62 mmol) and the solution stirred for 18 hours. A further portion of 3-chloro-4-fluorophenyl isocyanate (54.0 mg, 0.31 mmol) was added and stirred for 30 minutes. The reaction was evaporated to an oil and flash column chromatography (silica, CH2Cl2 to 10% MeOH/CH2Cl2) gave N-(3-chloro-4-fluorophenyl)-4-[((3... The product is Cl.C1(CC1)N1C=C(C(C2=CC(=C(C=C12)N1CCNCC1)F)=O)C(C(C(=O)OCC)C(=O)OCC)=O (1-cyclopropyl-6-fluoro-7-(piperazin-1-yl)-3-(2,2-diethoxycarbonylacetyl)-1,4-dihydro-4-oxoquinoline hydrochloride). Yield: 97.0%. Reaction SMILES: [CH:1]1([N:4]2[C:13]3[C:8](=[CH:9][C:10]([F:27])=[C:11]([N:14]4[CH2:19][CH2:18][N:17](C(OC(C)(C)C)=O)[CH2:16][CH2:15]4)[CH:12]=3)[C:7](=[O:28])[C:6]([C:29](=[O:41])[CH:30]([C:36]([O:38][CH2:39][CH3:40])=[O:37])[C:31]([O:33][CH2:34][CH3:35])=[O:32])=[CH:5]2)[CH2:3][CH2:2]1.[ClH:42].C(OC(=O)C)C>>[ClH:42].[CH:1]1([N:4]2[C:13]3[C:8](=[CH:9][C:10]([F:27])=[C:11]([N:14]4[CH2:19][CH2:18][NH:17][CH2:16][CH2:15]4)[CH:12]=3)[C:7](=[O:28])[C:6]([C:29](=[O:41])[CH:30]([C:36]([O:38][CH2:39][CH3:40])=[O:37])[C:31]([O:33][CH2:34][CH3:35])=[O:32])=[CH:5]2)[CH2:2][CH2:3]1 |f:1.2,3.4|. Conditions: time 2 hour. Reported procedure: 5.74 g of the compound obtained from Example 17 was dissolved in 100 ml of 10% HCl-ethylacetate solution, and the solution was stirred for 2 hours. The resulting solid was filtered, and then dried to obtain 4.95 g of the object compound The reactants are C1(CC1)N1C=C(C(C2=CC(=C(C=C12)N1CCN(CC1)C(=O)OC(C)(C)C)F)=O)C(C(C(=O)OCC)C(=O)OCC)=O (1-cyclopropyl-6-fluoro-7-(4-t-butoxycarbonylpiperazin-1-yl)-3-(2,2-diethoxycarbonylacetyl)-1,4-dihydro-4-oxoquinoline), Cl.C(C)OC(C)=O (HCl ethylacetate). The reactants are COc1ccc(Nc2ncc3c(n2)-c2cc(C(=O)NCCCNC(=O)OC(C)(C)C)ccc2NC(=O)C3)cc1OC, CC(C)(C)OC(=O)NCCCN. The product is COc1ccc(Nc2ncc3c(n2)-c2cc(C(=O)NCCCN)ccc2NC(=O)C3)cc1OC. RXN SMILES: [C:13]([O:14][C:15](=[O:16])[NH:19][CH2:20][CH2:21][CH2:22][NH:23][C:24](=[O:25])[c:26]1[cH:27][c:28]2[c:29]([cH:51][cH:52]1)[NH:30][C:31](=[O:50])[CH2:32][c:33]1[c:34]-2[n:35][c:36]([NH:39][c:40]2[cH:41][c:42]([O:48][CH3:49])[c:43]([O:46][CH3:47])[cH:44][cH:45]2)[n:37][cH:38]1)([CH3:17])([CH3:18])[CH3:53].[C:1]([O:2][C:3](=[O:4])[NH:5][CH2:6][CH2:7][CH2:8][NH2:9])([CH3:10])([CH3:11])[CH3:12]>>[NH2:19][CH2:20][CH2:21][CH2:22][NH:23][C:24](=[O:25])[c:26]1[cH:27][c:28]2[c:29]([cH:51][cH:52]1)[NH:30][C:31](=[O:50])[CH2:32][c:33]1[c:34]-2[n:35][c:36]([NH:39][c:40]2[cH:41][c:42]([O:48][CH3:49])[c:43]([O:46][CH3:47])[cH:44][cH:45]2)[n:37][cH:38]1. Reactants: NCCN1CCC(CC1)NC1=NC2=C(N1CC1=CC=C(C=C1)F)C=CC=C2 (N-[1-(2-aminoethyl)-4-piperidinyl]-1-[(4-fluorophenyl)methyl]-1H-benzimidazol-2-amine), NC=1C(=NC=CN1)C(=O)O (3-amino-2-pyrazinecarboxylic acid), C(CCC)N(CCCC)CCCC (N,N-dibutylbutanamine), [I-].ClC1=[N+](C=CC=C1)C (2-chloro-1-methylpyridinium iodide). Run in ClCCl (dichloromethane). Run at time 15 minute. Yields the product NC=1C(=NC=CN1)C(=O)NCCN1CCC(CC1)NC1=NC2=C(N1CC1=CC=C(C=C1)F)C=CC=C2 (3-amino-N-[2-[4-[[1-[(4-fluorophenyl)-methyl]-1H-benzimidazol-2-yl]amino]-1-piperidinyl]ethyl]-2-pyrazinecarboxamide). Isolated yield 38.0%. RXN SMILES: [NH2:1][C:2]1[C:3]([C:8]([OH:10])=O)=[N:4][CH:5]=[CH:6][N:7]=1.C(N(CCCC)CCCC)CCC.[I-].ClC1C=CC=C[N+]=1C.[NH2:33][CH2:34][CH2:35][N:36]1[CH2:41][CH2:40][CH:39]([NH:42][C:43]2[N:47]([CH2:48][C:49]3[CH:54]=[CH:53][C:52]([F:55])=[CH:51][CH:50]=3)[C:46]3[CH:56]=[CH:57][CH:58]=[CH:59][C:45]=3[N:44]=2)[CH2:38][CH2:37]1>ClCCl>[NH2:1][C:2]1[C:3]([C:8]([NH:33][CH2:34][CH2:35][N:36]2[CH2:41][CH2:40][CH:39]([NH:42][C:43]3[N:47]([CH2:48][C:49]4[CH:54]=[CH:53][C:52]([F:55])=[CH:51][CH:50]=4)[C:46]4[CH:56]=[CH:57][CH:58]=[CH:59][C:45]=4[N:44]=3)[CH2:38][CH2:37]2)=[O:10])=[N:4][CH:5]=[CH:6][N:7]=1 |f:2.3|. Reported procedure: To a stirred mixture of 2.1 parts of 3-amino-2-pyrazinecarboxylic acid, 2.8 parts of N,N-dibutylbutanamine and 195 parts of dichloromethane were added 3.83 parts of 2-chloro-1-methylpyridinium iodide. After stirring for 15 minutes at room temperature, 5.5 parts of N-[1-(2-aminoethyl)-4-piperidinyl]-1-[(4-fluorophenyl)methyl]-1H-benzimidazol-2-amine were added and stirring was continued for one hour. The reaction mixture was washed with water, dried, filtered and evaporated. The residue was stirr...